From a dataset of the Open Reaction Database (ORD), a public repository of structured organic reaction records. describe an organic reaction: reactants, conditions, products, and yield Starting materials: C(CCCCCCCCCCCCCCCCC)(=O)O (stearic acid), C(CCCCCCCCCCCCCCCCC)O (1-octadecanol), C1(=CC=C(C=C1)S(=O)(=O)O)C (p-toluenesulfonic acid), xylenes, C(CCCCCCC\C=C/CCCCCCCC)(=O)O (oleic acid), C(CCCCCCCCCCCCCCC)(=O)O (palmitic acid), C(CCCCCCCCCCCCCCCCC)(=O)O (stearic acid), fatty acids, C(CCCCCCCCCCCCCCCCC)(=O)O (stearic acid). Solvent: O (water). Run at temperature 180 celsius. The product is C(CCCCCCCCCCCCCCCCC)(=O)OCCCCCCCCCCCCCCCCCC (Stearyl Stearate). RXN SMILES: [C:1]([OH:20])(=[O:19])[CH2:2][CH2:3][CH2:4][CH2:5][CH2:6][CH2:7][CH2:8][CH2:9][CH2:10][CH2:11][CH2:12][CH2:13][CH2:14][CH2:15][CH2:16][CH2:17][CH3:18].[CH2:21](O)[CH2:22][CH2:23][CH2:24][CH2:25][CH2:26][CH2:27][CH2:28][CH2:29][CH2:30][CH2:31][CH2:32][CH2:33][CH2:34][CH2:35][CH2:36][CH2:37][CH3:38].C1(C)C=CC(S(O)(=O)=O)=CC=1.C(O)(=O)CCCCCCCCCCCCCCC.C(O)(=O)CCCCCCC/C=C\CCCCCCCC>O>[C:1]([O:20][CH2:38][CH2:37][CH2:36][CH2:35][CH2:34][CH2:33][CH2:32][CH2:31][CH2:30][CH2:29][CH2:28][CH2:27][CH2:26][CH2:25][CH2:24][CH2:23][CH2:22][CH3:21])(=[O:19])[CH2:2][CH2:3][CH2:4][CH2:5][CH2:6][CH2:7][CH2:8][CH2:9][CH2:10][CH2:11][CH2:12][CH2:13][CH2:14][CH2:15][CH2:16][CH2:17][CH3:18]. Reported procedure: A 2-liter round-bottom flask was charged with 142 g (0.5 mole) of rubber-maker's technical grade stearic acid, 203 g (0.75 mole) of 1-octadecanol, 11 g of p-toluenesulfonic acid and 200 ml of mixed xylenes. Rubber-maker's technical grade stearic acid typically contains approximately 56 percent by weight stearic acid, 29 percent by weight palmitic acid, 8 percent by weight oleic acid and 7 percent by weight other fatty acids. The flask was fitted with a Dean-Stark trap for water removal, a heatin... Reactants: CC(=O)O, CCOC(C)=O, Cc1ccc(-c2nc3cc([N+](=O)[O-])ccc3o2)cc1. The product is Cc1ccc(-c2nc3cc(N)ccc3o2)cc1. As a reaction SMILES: [C:20]([OH:21])(=[O:22])[CH3:23].[C:24]([O:25][CH2:26][CH3:27])(=[O:28])[CH3:29].[N+:1]([O-:2])(=[O:3])[c:4]1[cH:5][cH:6][c:7]2[c:8]([n:9][c:10](-[c:12]3[cH:13][cH:14][c:15]([CH3:18])[cH:16][cH:17]3)[o:11]2)[cH:19]1>>[NH2:1][c:4]1[cH:5][cH:6][c:7]2[c:8]([n:9][c:10](-[c:12]3[cH:13][cH:14][c:15]([CH3:18])[cH:16][cH:17]3)[o:11]2)[cH:19]1. The reactants are C[O-].[Na+] (Sodium methoxide), C(C)(C)[C@H]1[C@@H](C[C@@H](CC1)C)OC(=O)N1[C@H](CC(C=C1)=O)C1=C(C=C(C=C1)F)C (2-(R)(4-Fluoro-2-methyl-phenyl)-4-oxo-3,4-dihydro-2H-pyridine-1-carboxylic acid (1R, 2S, 5R)-2-isopropyl-5-methyl-cyclohexyl ester). The solvent is CO (MeOH). The product is FC1=CC(=C(C=C1)[C@@H]1NC=CC(C1)=O)C (2-(R)-(4-Fluoro-2-methyl-phenyl)-2,3-dihydro-1H-pyridin-4-one). The yield is 161.0%. RXN SMILES: C[O-].[Na+].C([C@@H]1CC[C@@H](C)C[C@H]1OC([N:17]1[CH:22]=[CH:21][C:20](=[O:23])[CH2:19][C@@H:18]1[C:24]1[CH:29]=[CH:28][C:27]([F:30])=[CH:26][C:25]=1[CH3:31])=O)(C)C>CO>[F:30][C:27]1[CH:28]=[CH:29][C:24]([C@H:18]2[CH2:19][C:20](=[O:23])[CH:21]=[CH:22][NH:17]2)=[C:25]([CH3:31])[CH:26]=1 |f:0.1|. Reported procedure: Sodium methoxide (100 mg) was added to a solution of intermediate 6b (170 mg) in MeOH (15 mL) under a nitrogen atmosphere. The mixture was refluxed for two hours and the solvent was removed in vacuo. The residue was partitioned between water (10 mL) and AcOEt (15 mL). The layers were separated, and the aqueous phase was extracted with further AcOEt (4×10 mL). The combined organic extracts were washed with brine (10 mL), dried and concentrated in vacuo to give the title compound (145 mg) as a lig... Reactants: FC1=C(C=C(C=C1)C=1C=C(C(N(N1)CC(C)C)=O)C(=O)OC)C (6-(4-fluoro-3-methylphenyl)-2-isobutyl-4-methoxycarbonyl-2H-pyridazin-3-one), FC1=C(C=C(C=C1)C=1C=C(C(N(N1)CC(C)C)=O)COS(=O)(=O)C)C (6-(4-fluoro-3-methylphenyl)-2-isobutyl-4-methanesulfonyloxymethyl-2H-pyridazin-3-one). The product is FC1=C(C=C(C=C1)C=1C=C(C(N(N1)CC(C)C)=O)CNC)C (6-(4-fluoro-3-methylphenyl)-2-isobutyl-4-methylaminomethyl-2H-pyridazin-3-one). Yield: 96.2%. Reaction SMILES: [F:1][C:2]1[CH:7]=[CH:6][C:5]([C:8]2[CH:9]=[C:10]([C:19](OC)=O)[C:11](=[O:18])[N:12]([CH2:14][CH:15]([CH3:17])[CH3:16])[N:13]=2)=[CH:4][C:3]=1[CH3:23].FC1C=CC(C2C=C(COS(C)(=O)=O)[C:34](=O)[N:35](CC(C)C)N=2)=CC=1C>>[F:1][C:2]1[CH:7]=[CH:6][C:5]([C:8]2[CH:9]=[C:10]([CH2:19][NH:35][CH3:34])[C:11](=[O:18])[N:12]([CH2:14][CH:15]([CH3:17])[CH3:16])[N:13]=2)=[CH:4][C:3]=1[CH3:23]. Procedure details: Following the procedure of Example 9 (4), 6-(4-fluoro-3-methylphenyl)-2-isobutyl-4-methanesulfonyloxymethyl-2H-pyridazin-3-one was reacted to yield the title compound as a pale yellow oil (yield: 96.2%). The reactants are C(=O)C=1C=C(C=C(C1OC)C1=CC(=CC=C1)[N+](=O)[O-])S(=O)(=O)N (5-formyl-6-methoxy-3′-nitro-biphenyl-3-sulfonamide), C(C1=CC=CC=C1)(=O)Cl (benzoyl chloride). The product is C(C1=CC=CC=C1)(=O)NS(=O)(=O)C=1C=C(C(=C(C1)C=O)OC)C1=CC(=CC=C1)[N+](=O)[O-] (N-benzoyl-5-formyl-6-methoxy-3′-nitro-biphenyl-3-sulfonamide). RXN SMILES: [CH:1]([C:3]1[CH:4]=[C:5]([S:20]([NH2:23])(=[O:22])=[O:21])[CH:6]=[C:7]([C:11]2[CH:16]=[CH:15][CH:14]=[C:13]([N+:17]([O-:19])=[O:18])[CH:12]=2)[C:8]=1[O:9][CH3:10])=[O:2].[C:24](Cl)(=[O:31])[C:25]1[CH:30]=[CH:29][CH:28]=[CH:27][CH:26]=1>>[C:24]([NH:23][S:20]([C:5]1[CH:6]=[C:7]([C:11]2[CH:16]=[CH:15][CH:14]=[C:13]([N+:17]([O-:19])=[O:18])[CH:12]=2)[C:8]([O:9][CH3:10])=[C:3]([CH:1]=[O:2])[CH:4]=1)(=[O:22])=[O:21])(=[O:31])[C:25]1[CH:30]=[CH:29][CH:28]=[CH:27][CH:26]=1. Procedure details: Proceeding as in Reference 21, but substituting 5-formyl-6-methoxy-3′-nitro-biphenyl-3-sulfonamide and benzoyl chloride, gave N-benzoyl-5-formyl-6-methoxy-3′-nitro-biphenyl-3-sulfonamide. The reactants are CCO, Clc1cccc(Br)c1CBr, N#C[K], O. Yields the product N#CCc1c(Cl)cccc1Br. As a reaction SMILES: [CH3:14][CH2:15][OH:16].[Cl:1][c:2]1[cH:3][cH:4][cH:5][c:6]([Br:10])[c:7]1[CH2:8][Br:9].[K:11][C:12]#[N:13].[OH2:17]>>[Cl:1][c:2]1[cH:3][cH:4][cH:5][c:6]([Br:10])[c:7]1[CH2:8][C:12]#[N:13]. RXN SMILES: [C:36](=[O:37])([O-:38])[O-:39].[CH3:42][OH:43].[F:1][c:2]1[c:3]([CH2:4][n:5]2[n:6][c:7]3[c:8]([C:26]([F:27])([F:28])[F:29])[cH:9][cH:10][cH:11][c:12]3[c:13]2-[c:14]2[cH:15][c:16]([C:20]#[C:21][Si:22]([CH3:23])([CH3:24])[CH3:25])[cH:17][cH:18][cH:19]2)[c:30]([F:35])[cH:31][c:32]([F:34])[cH:33]1.[K+:40].[K+:41]>>[F:1][c:2]1[c:3]([CH2:4][n:5]2[n:6][c:7]3[c:8]([C:26]([F:27])([F:28])[F:29])[cH:9][cH:10][cH:11][c:12]3[c:13]2-[c:14]2[cH:15][c:16]([C:20]#[CH:21])[cH:17][cH:18][cH:19]2)[c:30]([F:35])[cH:31][c:32]([F:34])[cH:33]1. Reactants: O=C([O-])[O-], CO, C[Si](C)(C)C#Cc1cccc(-c2c3cccc(C(F)(F)F)c3nn2Cc2c(F)cc(F)cc2F)c1, [K+], [K+]. Product: C#Cc1cccc(-c2c3cccc(C(F)(F)F)c3nn2Cc2c(F)cc(F)cc2F)c1. The reactants are N=1C(=CN2C1C=CC=C2)CN (imidazo[1,2-a]pyridin-2-ylmethanamine), COC1=C(C=O)C(=CC=C1)OC (2,6-dimethoxybenzaldehyde). Product: COC1=C(C(=CC=C1)OC)C1CCCC(N1CC=1N=C2N(C=CC=C2)C1)=O (6-(2,6-dimethoxyphenyl)-1-(imidazo[1,2-a]pyridin-2-ylmethyl)piperidin-2-one). RXN SMILES: [N:1]1[C:2]([CH2:10][NH2:11])=[CH:3][N:4]2[CH:9]=[CH:8][CH:7]=[CH:6][C:5]=12.[CH3:12][O:13][C:14]1[CH:21]=[CH:20][CH:19]=[C:18]([O:22][CH3:23])[C:15]=1[CH:16]=O>>[CH3:12][O:13][C:14]1[CH:21]=[CH:20][CH:19]=[C:18]([O:22][CH3:23])[C:15]=1[CH:16]1[N:11]([CH2:10][C:2]2[N:1]=[C:5]3[CH:6]=[CH:7][CH:8]=[CH:9][N:4]3[CH:3]=2)[C:14](=[O:13])[CH2:15][CH2:18][CH2:19]1. Procedure: Prepared according to the described general procedure 6 (GP6) with commercially available imidazo[1,2-a]pyridin-2-ylmethanamine and commercially available 2,6-dimethoxybenzaldehyde. Subsequent purification by preparative HPLC afforded the target compound. LC-MS (conditions E): tR=0.50 min.; [M+H]+: 366.12 g/mol. Reactants: ClC1=CC=C(S1)C(=O)NC1=NN(C=C1)CC(=O)O ({3-[(5-chloro-thiophene-2-carbonyl)-amino]-pyrazol-1-yl}-acetic acid), NC1=C(C=C(C=C1)N1C(C=CC=C1)=O)F (1-(4-amino-3-fluoro-phenyl)-1H-pyridin-2-one). Product: FC1=C(C=CC(=C1)N1C(C=CC=C1)=O)NC(=O)CN1N=C(C=C1)NC(=O)C=1SC(=CC1)Cl (5-chloro-thiophene-2-carboxylic acid (1-{[2-fluoro-4-(2-oxo-2H-pyridin-1-yl)-phenylcarbamoyl]-methyl}-1H-pyrazol-3-yl)-amide). As a reaction SMILES: [Cl:1][C:2]1[S:6][C:5]([C:7]([NH:9][C:10]2[CH:14]=[CH:13][N:12]([CH2:15][C:16]([OH:18])=O)[N:11]=2)=[O:8])=[CH:4][CH:3]=1.[NH2:19][C:20]1[CH:25]=[CH:24][C:23]([N:26]2[CH:31]=[CH:30][CH:29]=[CH:28][C:27]2=[O:32])=[CH:22][C:21]=1[F:33]>>[F:33][C:21]1[CH:22]=[C:23]([N:26]2[CH:31]=[CH:30][CH:29]=[CH:28][C:27]2=[O:32])[CH:24]=[CH:25][C:20]=1[NH:19][C:16]([CH2:15][N:12]1[CH:13]=[CH:14][C:10]([NH:9][C:7]([C:5]2[S:6][C:2]([Cl:1])=[CH:3][CH:4]=2)=[O:8])=[N:11]1)=[O:18]. Reported procedure: 57.4 According to general method B, {3-[(5-chloro-thiophene-2-carbonyl)-amino]-pyrazol-1-yl}-acetic acid was reacted with 1-(4-amino-3-fluoro-phenyl)-1H-pyridin-2-one (CAS 536747-52-1, prepared according to C. F. Bigge et al., patent application WO 2003045912) to give 5-chloro-thiophene-2-carboxylic acid (1-{[2-fluoro-4-(2-oxo-2H-pyridin-1-yl)-phenylcarbamoyl]-methyl}-1H-pyrazol-3-yl)-amide. White solid. MS 472.4 ([M+H]+)